This data is from the Open Reaction Database (ORD), a public repository of structured organic reaction records. The task is: describe an organic reaction: reactants, conditions, products, and yield Starting materials: BrCCCOCCCBr, COC(=O)COc1ccc2ccc(O)c(C(C)=O)c2c1, CN(C)C=O, [H-], [Na+]. Yields the product COC(=O)COc1ccc2ccc(OCCCOCCCBr)c(C(C)=O)c2c1. Reaction SMILES: [Br:23][CH2:24][CH2:25][CH2:26][O:27][CH2:28][CH2:29][CH2:30][Br:31].[CH3:1][O:2][C:3]([CH2:4][O:5][c:6]1[cH:7][c:8]2[c:9]([C:17]([CH3:18])=[O:19])[c:10]([OH:16])[cH:11][cH:12][c:13]2[cH:14][cH:15]1)=[O:20].[CH3:32][N:33]([CH3:34])[CH:35]=[O:36].[H-:21].[Na+:22]>>[CH3:1][O:2][C:3]([CH2:4][O:5][c:6]1[cH:7][c:8]2[c:9]([C:17]([CH3:18])=[O:19])[c:10]([O:16][CH2:30][CH2:29][CH2:28][O:27][CH2:26][CH2:25][CH2:24][Br:23])[cH:11][cH:12][c:13]2[cH:14][cH:15]1)=[O:20]. Reaction SMILES: [CH3:1][c:2]1[c:3]([NH:9][C:10]([CH2:11][N:12]2[CH2:13][CH2:14][N:15]([CH2:18][CH:19]([CH2:20][O:21][CH:22]3[CH2:23][c:24]4[c:25]([cH:26][cH:27][cH:28][cH:29]4)[CH2:30]3)[OH:31])[CH2:16][CH2:17]2)=[O:32])[c:4]([CH3:8])[cH:5][cH:6][cH:7]1.[CH3:47][CH:48]([OH:49])[CH3:50].[c:33]1(-[c:39]2[cH:40][cH:41][c:42]([CH2:43][OH:44])[cH:45][cH:46]2)[cH:34][cH:35][cH:36][cH:37][cH:38]1>>[CH3:1][c:2]1[c:3]([NH:9][C:10]([CH2:11][N:12]2[CH2:13][CH2:14][N:15]([CH2:18][CH:19]([CH2:20][O:44][CH2:43][c:42]3[cH:41][cH:40][c:39](-[c:33]4[cH:34][cH:35][cH:36][cH:37][cH:38]4)[cH:46][cH:45]3)[OH:31])[CH2:16][CH2:17]2)=[O:32])[c:4]([CH3:8])[cH:5][cH:6][cH:7]1. Reactants: Cc1cccc(C)c1NC(=O)CN1CCN(CC(O)COC2Cc3ccccc3C2)CC1, CC(C)O, OCc1ccc(-c2ccccc2)cc1. The product is Cc1cccc(C)c1NC(=O)CN1CCN(CC(O)COCc2ccc(-c3ccccc3)cc2)CC1. Starting materials: BrC=1C=C2C(=C(C(=NC2=CC1)C)CC1=CC=C(C=C1)C(F)(F)F)O (6-bromo-2-methyl-3-(4-(trifluoromethyl)benzyl)quinolin-4-ol), BrC=1C=C2C(=C(C(=NC2=CC1)C)CC1=CC=C(C=C1)C(F)(F)F)O (6-bromo-2-methyl-3-(4-(trifluoromethyl)benzyl)quinolin-4-ol), P(=O)(Cl)(Cl)Cl (phosphorous oxychloride). The solvent is C(C)#N (acetonitrile). Run at temperature 90 celsius, time 3 hour. Product: BrC=1C=C2C(=C(C(=NC2=CC1)C)CC1=CC=C(C=C1)C(F)(F)F)Cl (6-Bromo-4-chloro-2-methyl-3-(4-(trifluoromethyl)benzyl)quinoline). Reaction SMILES: [Br:1][C:2]1[CH:3]=[C:4]2[C:9](=[CH:10][CH:11]=1)[N:8]=[C:7]([CH3:12])[C:6]([CH2:13][C:14]1[CH:19]=[CH:18][C:17]([C:20]([F:23])([F:22])[F:21])=[CH:16][CH:15]=1)=[C:5]2O.P(Cl)(Cl)([Cl:27])=O>C(#N)C>[Br:1][C:2]1[CH:3]=[C:4]2[C:9](=[CH:10][CH:11]=1)[N:8]=[C:7]([CH3:12])[C:6]([CH2:13][C:14]1[CH:19]=[CH:18][C:17]([C:20]([F:23])([F:22])[F:21])=[CH:16][CH:15]=1)=[C:5]2[Cl:27]. Procedure details: A round-bottomed flask containing a mixture of 6-bromo-2-methyl-3-(4-(trifluoromethyl)benzyl)quinolin-4-ol (5.00 g, 12.6 mmol, Intermediate 26: step b), phosphorous oxychloride (5.90 mL, 63.1 mmol) and acetonitrile (42 mL) was warmed to 90° C. After 3 hours, the reaction mixture was cooled to room temperature. The acetonitrile and excess phosphorous oxychloride was removed by rotary evaporation. The residue was dissolved in dichloromethane (100 mL) and the solution was cooled in an ice-water bat... Starting materials: [Br-], CCOC(=O)CCCCCCCCCCC[P+](c1ccccc1)(c1ccccc1)c1ccccc1, C1CCOC1, O=Cc1cccc([N+](=O)[O-])c1, [NH2-], [Na], O. Yields the product CCOC(=O)CCCCCCCCCC=Cc1cccc([N+](=O)[O-])c1. RXN SMILES: [Br-:3].[C:4](=[O:5])([O:6][CH2:7][CH3:8])[CH2:9][CH2:10][CH2:11][CH2:12][CH2:13][CH2:14][CH2:15][CH2:16][CH2:17][CH2:18][CH2:19][P+:20]([c:21]1[cH:22][cH:23][cH:24][cH:25][cH:26]1)([c:27]1[cH:28][cH:29][cH:30][cH:31][cH:32]1)[c:33]1[cH:34][cH:35][cH:36][cH:37][cH:38]1.[CH2:51]1[O:52][CH2:53][CH2:54][CH2:55]1.[N+:39](=[O:40])([O-:41])[c:42]1[cH:43][c:44]([CH:45]=[O:46])[cH:47][cH:48][cH:49]1.[NH2-:2].[Na:1].[OH2:50]>>[C:4](=[O:5])([O:6][CH2:7][CH3:8])[CH2:9][CH2:10][CH2:11][CH2:12][CH2:13][CH2:14][CH2:15][CH2:16][CH2:17][CH:18]=[CH:45][c:44]1[cH:43][c:42]([N+:39](=[O:40])[O-:41])[cH:49][cH:48][cH:47]1. The reactants are C1COCCO1, CCOC(=O)c1cccc(Cl)c1C#N, [Li+], [OH-], O. Yields the product N#Cc1c(Cl)cccc1C(=O)O. Reaction SMILES: [CH2:17]1[O:18][CH2:19][CH2:20][O:21][CH2:22]1.[Cl:3][c:4]1[c:5]([C:15]#[N:16])[c:6]([C:7](=[O:8])[O:9][CH2:10][CH3:11])[cH:12][cH:13][cH:14]1.[Li+:1].[OH-:2].[OH2:23]>>[Cl:3][c:4]1[c:5]([C:15]#[N:16])[c:6]([C:7](=[O:8])[OH:9])[cH:12][cH:13][cH:14]1.